This data is from the Open Reaction Database (ORD), a public repository of structured organic reaction records. The task is: describe an organic reaction: reactants, conditions, products, and yield The product is OCC(Cc1ccccc1)Nc1nc(Cl)nc2c1cnn2-c1ccccc1. RXN SMILES: [CH3:29][CH2:30][OH:31].[NH2:18][CH:19]([CH2:20][OH:21])[CH2:22][c:23]1[cH:24][cH:25][cH:26][cH:27][cH:28]1.[c:1]1(-[n:7]2[n:8][cH:9][c:10]3[c:11]2[n:12][c:13]([Cl:17])[n:14][c:15]3[Cl:16])[cH:2][cH:3][cH:4][cH:5][cH:6]1>>[c:1]1(-[n:7]2[n:8][cH:9][c:10]3[c:11]2[n:12][c:13]([Cl:17])[n:14][c:15]3[NH:18][CH:19]([CH2:20][OH:21])[CH2:22][c:23]2[cH:24][cH:25][cH:26][cH:27][cH:28]2)[cH:2][cH:3][cH:4][cH:5][cH:6]1. Starting materials: CCO, NC(CO)Cc1ccccc1, Clc1nc(Cl)c2cnn(-c3ccccc3)c2n1. Reactants: CC1=C(N=C(O1)C1=CC2=CC=CC=C2C=C1)/C=C/C1=CC=C(C(=O)OC)C=C1 (Methyl (E)-4-[2-[5-methyl-2-(2-naphthyl)-4-oxazolyl]vinyl]benzoate), [H-].[Al+3].[Li+].[H-].[H-].[H-] (lithium aluminum hydride), O (water). The solvent is C1CCOC1 (THF). Reaction conditions: time 1 hour. The product is CC1=C(N=C(O1)C1=CC2=CC=CC=C2C=C1)/C=C/C1=CC=C(CO)C=C1 ((E)-4-[2-[5-methyl-2-(2-naphthyl)-4-oxazolyl]vinyl]benzyl alcohol). Yield: 93.1%. As a reaction SMILES: [CH3:1][C:2]1[O:6][C:5]([C:7]2[CH:16]=[CH:15][C:14]3[C:9](=[CH:10][CH:11]=[CH:12][CH:13]=3)[CH:8]=2)=[N:4][C:3]=1/[CH:17]=[CH:18]/[C:19]1[CH:28]=[CH:27][C:22]([C:23](OC)=[O:24])=[CH:21][CH:20]=1.[H-].[Al+3].[Li+].[H-].[H-].[H-].O>C1COCC1>[CH3:1][C:2]1[O:6][C:5]([C:7]2[CH:16]=[CH:15][C:14]3[C:9](=[CH:10][CH:11]=[CH:12][CH:13]=3)[CH:8]=2)=[N:4][C:3]=1/[CH:17]=[CH:18]/[C:19]1[CH:20]=[CH:21][C:22]([CH2:23][OH:24])=[CH:27][CH:28]=1 |f:1.2.3.4.5.6|. Procedure details: Methyl (E)-4-[2-[5-methyl-2-(2-naphthyl)-4-oxazolyl]vinyl]benzoate (9.30 g) was suspended in THF (250 ml), and lithium aluminum hydride (955 mg) was added little by little at 0° C. After mixture stirring at room temperature for 1 hour, water (5 ml) was added; the insoluble substances were filtered off. The filtrate was concentrated under reduced pressure; the resulting crystal was recrystallized from dichloromethane-methanol to yield (E)-4-[2-[5-methyl-2-(2-naphthyl)-4-oxazolyl]vinyl]benzyl alco...